From a dataset of the Open Reaction Database (ORD), a public repository of structured organic reaction records. describe an organic reaction: reactants, conditions, products, and yield The reactants are O=C([O-])O, COCCOCCOC, O=C1Cn2c(c(Cl)c3ccccc32)-c2ccccc2N1, [Na+], O, S=P12SP3(=S)SP(=S)(S1)SP(=S)(S2)S3. Yields the product S=C1Cn2c(c(Cl)c3ccccc32)-c2ccccc2N1. As a reaction SMILES: [C:35](=[O:36])([OH:37])[O-:38].[CH3:41][O:42][CH2:43][CH2:44][O:45][CH2:46][CH2:47][O:48][CH3:49].[Cl:1][c:2]1[c:3]2[cH:4][cH:5][cH:6][cH:7][c:8]2[n:9]2[c:15]1-[c:14]1[c:13]([cH:19][cH:18][cH:17][cH:16]1)[NH:12][C:11](=[O:20])[CH2:10]2.[Na+:39].[OH2:40].[P:21]12(=[S:22])[S:23][P:24]3(=[S:34])[S:25][P:26](=[S:32])([S:27][P:28](=[S:31])([S:29]3)[S:30]1)[S:33]2>>[Cl:1][c:2]1[c:3]2[cH:4][cH:5][cH:6][cH:7][c:8]2[n:9]2[c:15]1-[c:14]1[c:13]([cH:19][cH:18][cH:17][cH:16]1)[NH:12][C:11](=[S:22])[CH2:10]2. The reactants are O=C([O-])[O-], CCOC(C)=O, OCC(O)CCl, O=C(c1nc2cc(Cl)c(Cl)cc2[nH]1)C(F)(F)F, [K+], [K+], CN(C)C=O. The product is OCC1COC(c2nc3cc(Cl)c(Cl)cc3[nH]2)(C(F)(F)F)O1. RXN SMILES: [C:24](=[O:25])([O-:26])[O-:27].[CH3:35][CH2:36][O:37][C:38](=[O:39])[CH3:40].[Cl:18][CH2:19][CH:20]([CH2:21][OH:22])[OH:23].[Cl:1][c:2]1[cH:3][c:4]2[c:5]([nH:6][c:7]([C:9]([C:10]([F:11])([F:12])[F:13])=[O:14])[n:8]2)[cH:15][c:16]1[Cl:17].[K+:28].[K+:29].[O:30]=[CH:31][N:32]([CH3:33])[CH3:34]>>[Cl:1][c:2]1[cH:3][c:4]2[c:5]([n:6][c:7]([C:9]3([C:10]([F:11])([F:12])[F:13])[O:14][CH2:19][CH:20]([CH2:21][OH:22])[O:23]3)[nH:8]2)[cH:15][c:16]1[Cl:17]. The reactants are ClC1=C(N(C2=C(C=CC=C2)[N+](=O)[O-])C)C=CC=C1 (2-chloro-N-methyl-N-(2-nitrophenyl)aniline), KBH4. Reagents/catalysts: Cl[Cu] (CuCl). The solvent is CO (MeOH). Run at time 7.5 minute. Yields the product ClC1=C(C=CC=C1)N(C=1C(=CC=CC1)N)C (N1-(2-chlorophenyl)-N1-methylbenzene-1,2-diamine). Isolated yield 100.0%. RXN SMILES: [Cl:1][C:2]1[CH:18]=[CH:17][CH:16]=[CH:15][C:3]=1[N:4]([CH3:14])[C:5]1[CH:10]=[CH:9][CH:8]=[CH:7][C:6]=1[N+:11]([O-])=O>CO.Cl[Cu]>[Cl:1][C:2]1[CH:18]=[CH:17][CH:16]=[CH:15][C:3]=1[N:4]([CH3:14])[C:5]1[C:6]([NH2:11])=[CH:7][CH:8]=[CH:9][CH:10]=1. Procedure details: Compound 2 (0.121 g, 0.46 mmol) was stirred at room temperature in MeOH (4.6 mL). To this, CuCl (0.137 g, 1.38 mmol) was added and mixture stirred at room temperature for 5-10 min. KBH4 (0.174 g, 3.22 mmol) was added in portions. The reaction was stirred at room temperature until the solution became clear. The reaction was quenched with deionized H2O and extracted 3 times with 15 mL of a 90:10 mixture of ethyl acetate:dichloromethane. The organic layers were combined and dried over Na2SO4. The s... Reactants: Cl (HCl), Cl.COC(C(CC1=CC(=CC=C1)CCNCCCCCCC)OCC)=O (2-ethoxy-3-[3-(2-heptylamino-ethyl)-phenyl]-propionic acid methyl ester HCl salt), FC1=C(C=CC(=C1)F)N=C=O (2,4-difluorophenylisocyanate), C(C)(C)N(C(C)C)CC (N,N-diisopropylethylamine). Run in C1(=CC=CC=C1)C (toluene). Reaction conditions: time 18 hour. The product is COC(C(CC1=CC=C(C=C1)CCN(C(=O)NC1=C(C=C(C=C1)F)F)CCCCCCC)OCC)=O (3-(4-{2-[3-(2,4-difluoro-phenyl)-1-heptyl-ureido]-ethyl}-phenyl)-2-ethoxy-propionic acid methyl ester). Isolated yield 164.5%. Reaction SMILES: Cl.[CH3:2][O:3][C:4](=[O:26])[CH:5]([O:23][CH2:24][CH3:25])[CH2:6][C:7]1[CH:12]=[CH:11][CH:10]=[C:9](CCNCCCCCCC)[CH:8]=1.[F:27][C:28]1[CH:33]=[C:32]([F:34])[CH:31]=[CH:30][C:29]=1[N:35]=[C:36]=[O:37].C([N:41]([CH2:45][CH3:46])[CH:42]([CH3:44])C)(C)C.Cl>C1(C)C=CC=CC=1>[CH3:2][O:3][C:4](=[O:26])[CH:5]([O:23][CH2:24][CH3:25])[CH2:6][C:7]1[CH:12]=[CH:11][C:10]([CH2:46][CH2:45][N:41]([CH2:42][CH2:44][CH2:4][CH2:5][CH2:6][CH2:7][CH3:8])[C:36]([NH:35][C:29]2[CH:30]=[CH:31][C:32]([F:34])=[CH:33][C:28]=2[F:27])=[O:37])=[CH:9][CH:8]=1 |f:0.1|. Reported procedure: To a solution of 2-ethoxy-3-[3-(2-heptylamino-ethyl)-phenyl]-propionic acid methyl ester HCl salt (41 mg, 0.106 mmol), and 2,4-difluorophenylisocyanate (0.17 mmol, 0.0138 mL) in toluene (4.5 mL) was added N,N-diisopropylethylamine (0.32 mmol, 0.055 mL). The mixture was allowed to stir at room temperature for 18 hours, then was poured over 1M HCl (5 mL). The aqueous layer was isolated and extracted with diethyl ether (2×). The organic layers were combined, washed with 2M HCl (2×), brine (2×), dri... Starting materials: CC[N+](CC)(CC)S(=O)(=O)N=C([O-])OC (Burgess reagent), OC1(CCN(CC1)C(=O)OC(C)(C)C)C1=NC=C(C=C1)COC1=NN2C(C3=CC=CC=C13)=NN=C2C2=NOC(=C2)C (1,1-dimethylethyl 4-hydroxy-4-[5-({[3-(5-methylisoxazol-3-yl)[1,2,4]triazolo[3,4-α]phthalazin-6-yl]oxy}methyl)pyridin-2-yl]-1-piperidine carboxylate). The solvent is ClCCCl (1,2-dichloroethane). Product: CC1=CC(=NO1)C1=NN=C2N1N=C(C1=CC=CC=C21)OCC=2C=CC(=NC2)C=2CCN(CC2)C(=O)OC(C)(C)C (1,1-Dimethylethyl 5-({[3-(5-methylisoxazol-3-yl)[1,2,4]triazolo[3,4-α]phthalazin-6-yl]oxy}methyl)-3′6′-dihydro-2,4′-bipyridine-1′(2′H)-carboxylate). Yield: 99.7%. RXN SMILES: CC[N+](S(N=C(OC)[O-])(=O)=O)(CC)CC.O[C:17]1([C:30]2[CH:35]=[CH:34][C:33]([CH2:36][O:37][C:38]3[C:47]4[C:42](=[CH:43][CH:44]=[CH:45][CH:46]=4)[C:41]4=[N:48][N:49]=[C:50]([C:51]5[CH:55]=[C:54]([CH3:56])[O:53][N:52]=5)[N:40]4[N:39]=3)=[CH:32][N:31]=2)[CH2:22][CH2:21][N:20]([C:23]([O:25][C:26]([CH3:29])([CH3:28])[CH3:27])=[O:24])[CH2:19][CH2:18]1>ClCCCl>[CH3:56][C:54]1[O:53][N:52]=[C:51]([C:50]2[N:40]3[N:39]=[C:38]([O:37][CH2:36][C:33]4[CH:34]=[CH:35][C:30]([C:17]5[CH2:22][CH2:21][N:20]([C:23]([O:25][C:26]([CH3:29])([CH3:28])[CH3:27])=[O:24])[CH2:19][CH:18]=5)=[N:31][CH:32]=4)[C:47]4[C:42]([C:41]3=[N:48][N:49]=2)=[CH:43][CH:44]=[CH:45][CH:46]=4)[CH:55]=1. Reported procedure: Burgess reagent (262 mg, 1.1 mmol) was added to a stirred solution of 1,1-dimethylethyl 4-hydroxy-4-[5-({[3-(5-methylisoxazol-3-yl)[1,2,4]triazolo[3,4-α]phthalazin-6-yl]oxy}methyl)pyridin-2-yl]-1-piperidine carboxylate (307 mg, 0.55 mmol) in 1,2-dichloroethane (20 ml) at room temperature under N2 and the reaction heated at reflux for 90 min. After cooling to room temperature, the reaction mixture was concentrated under reduced pressure while dry loading onto silica. The residue was purified by c... Starting materials: CC(C)(C)c1cc(C=O)cc(C(C)(C)C)c1O, CC(=O)[O-], CCO, CC(=O)O, [Na+], O, O=C1CSC(=S)N1. The product is CC(C)(C)c1cc(C=C2SC(=S)NC2=O)cc(C(C)(C)C)c1O. As a reaction SMILES: [C:1]([CH3:2])([CH3:3])([CH3:4])[c:5]1[cH:6][c:7]([CH:8]=[O:9])[cH:10][c:11]([C:14]([CH3:15])([CH3:16])[CH3:17])[c:12]1[OH:13].[CH3:26][C:27](=[O:28])[O-:29].[CH3:30][CH2:31][OH:32].[CH3:33][C:34](=[O:35])[OH:36].[Na+:25].[OH2:37].[S:18]1[C:19](=[S:20])[NH:21][C:22](=[O:23])[CH2:24]1>>[C:1]([CH3:2])([CH3:3])([CH3:4])[c:5]1[cH:6][c:7]([CH:8]=[C:24]2[S:18][C:19](=[S:20])[NH:21][C:22]2=[O:23])[cH:10][c:11]([C:14]([CH3:15])([CH3:16])[CH3:17])[c:12]1[OH:13]. The reactants are CCCCC (pentane), C(C)C1(COC(OC1)C=C)COCC1(COC(OC1)C=C)CC (di[(5-ethyl-2-vinyl-[1,3]dioxan-5-yl)methyl]ether). The reagents and catalysts are [C-]#[O+].[C-]#[O+].[C-]#[O+].[C-]#[O+].[C-]#[O+].[Fe] (iron pentacarbonyl). Solvent: C(C)N(CC)CC (triethylamine). Product: C(C)C1(COC(OC1)=CC)COCC1(COC(OC1)=CC)CC (di[(5-ethyl-2-ethylidene-[1,3]dioxan-5-yl)methyl]ether). The yield is 63.1%. RXN SMILES: CCCCC.[CH2:6]([C:8]1([CH2:16][O:17][CH2:18][C:19]2([CH2:27][CH3:28])[CH2:24][O:23][CH:22]([CH:25]=[CH2:26])[O:21][CH2:20]2)[CH2:13][O:12][CH:11]([CH:14]=[CH2:15])[O:10][CH2:9]1)[CH3:7]>[C-]#[O+].[C-]#[O+].[C-]#[O+].[C-]#[O+].[C-]#[O+].[Fe].C(N(CC)CC)C>[CH2:6]([C:8]1([CH2:16][O:17][CH2:18][C:19]2([CH2:27][CH3:28])[CH2:24][O:23][C:22](=[CH:25][CH3:26])[O:21][CH2:20]2)[CH2:13][O:12][C:11](=[CH:14][CH3:15])[O:10][CH2:9]1)[CH3:7] |f:2.3.4.5.6.7|. Reported procedure: To 220 mL pentane in a 500 mL photochemical reactor was added 14.32 g (43.9 mmol) di[(5-ethyl-2-vinyl-[1,3]dioxan-5-yl)methyl]ether from the previous step. The solution was refluxed vigorously for 20 minutes to degas it, then 115 μL (171 μg, 0.87 μmol, 0.2 mol %) iron pentacarbonyl was added, and the solution refluxed for an additional 20 minutes. The resulting solution was irradiated for one hour, by when NMR showed no vinyl signals. After cooling to room temperature and the addition of 0.5 mL ... The reactants are COC(C=C1C2=C(CCC3=C1C=CC(=C3)Cl)C=CC=C2)=O ((2-chloro-10,11-dihydro-dibenzo[a,d]cyclohepten-5-ylidene)acetic acid methyl ester), [H-].C(C(C)C)[Al+]CC(C)C (diisobutylaluminum hydride), C1(=CC=CC=C1)C (toluene). Reaction conditions: temperature 0 celsius, time 1 hour. Product: ClC1=CC2=C(C(C3=C(CC2)C=CC=C3)=CCO)C=C1 (2-(2-Chloro-10,11-dihydro-dibenzo[a,d]cyclohepten-5-ylidene)-ethanol). Isolated yield 87.0%. As a reaction SMILES: C[O:2][C:3](=O)[CH:4]=[C:5]1[C:11]2[CH:12]=[CH:13][C:14]([Cl:16])=[CH:15][C:10]=2[CH2:9][CH2:8][C:7]2[CH:17]=[CH:18][CH:19]=[CH:20][C:6]1=2.[H-].C([Al+]CC(C)C)C(C)C.C1(C)C=CC=CC=1>>[Cl:16][C:14]1[CH:13]=[CH:12][C:11]2[C:5](=[CH:4][CH2:3][OH:2])[C:6]3[CH:20]=[CH:19][CH:18]=[CH:17][C:7]=3[CH2:8][CH2:9][C:10]=2[CH:15]=1 |f:1.2|. Reported procedure: Dissolve (2-chloro-10,11-dihydro-dibenzo[a,d]cyclohepten-5-ylidene)acetic acid methyl ester (1 equivalent) in a suitable dry solvent and cool to 0° C. under a dry atmosphere. Add 1M diisobutylaluminum hydride solution in toluene (3 equivalents) dropwise and stir the mixture for one hour. Quench with aqueous citric acid solution and partition between water and ethyl acetate. Dry and evaporate the organic layer to obtain the title compound in 87% yield.